Dataset: the Open Reaction Database (ORD), a public repository of structured organic reaction records. Task: describe an organic reaction: reactants, conditions, products, and yield Reactants: Brc1cnc(I)nc1, CC(C)(C)[O-], CCOC(C)=O, [K+], Oc1ccc(OC2CN3CCC2CC3)cc1, C1CCOC1. The product is Brc1cnc(Oc2ccc(OC3CN4CCC3CC4)cc2)nc1. Reaction SMILES: [Br:23][c:24]1[cH:25][n:26][c:27]([I:30])[n:28][cH:29]1.[CH3:17][C:18]([CH3:19])([O-:20])[CH3:21].[CH3:36][CH2:37][O:38][C:39](=[O:40])[CH3:41].[K+:22].[N:1]12[CH2:2][CH:3]([O:9][c:10]3[cH:11][cH:12][c:13]([OH:16])[cH:14][cH:15]3)[CH:4]([CH2:5][CH2:6]1)[CH2:7][CH2:8]2.[O:31]1[CH2:32][CH2:33][CH2:34][CH2:35]1>>[N:1]12[CH2:2][CH:3]([O:9][c:10]3[cH:11][cH:12][c:13]([O:16][c:27]4[n:26][cH:25][c:24]([Br:23])[cH:29][n:28]4)[cH:14][cH:15]3)[CH:4]([CH2:5][CH2:6]1)[CH2:7][CH2:8]2.